This data is from the Open Reaction Database (ORD), a public repository of structured organic reaction records. The task is: describe an organic reaction: reactants, conditions, products, and yield The reactants are BrC=1C=C2C=CNC2=C(C1)C(=O)OC (methyl 5-bromo-1H-indole-7-carboxylate), C(C)[SiH](CC)CC (triethylsilane), S1CCC(CCC1)=O (4-thiepanone), [Si](C)(C)(C)OS(=O)(=O)C(F)(F)F (TMS-OTf). The solvent is C(Cl)Cl (CH2Cl2), C(Cl)Cl (CH2Cl2). Conditions: time 10 minute. Product: BrC=1C=C2C(=CNC2=C(C1)C(=O)OC)C1CCSCCC1 (methyl 5-bromo-3-(4-thiepanyl)-1H-indole-7-carboxylate). Isolated yield 34.3%. RXN SMILES: [S:1]1[CH2:7][CH2:6][CH2:5][C:4](=O)[CH2:3][CH2:2]1.[Si](OS(C(F)(F)F)(=O)=O)(C)(C)C.[Br:21][C:22]1[CH:23]=[C:24]2[C:28](=[C:29]([C:31]([O:33][CH3:34])=[O:32])[CH:30]=1)[NH:27][CH:26]=[CH:25]2.C([SiH](CC)CC)C>C(Cl)Cl>[Br:21][C:22]1[CH:23]=[C:24]2[C:28](=[C:29]([C:31]([O:33][CH3:34])=[O:32])[CH:30]=1)[NH:27][CH:26]=[C:25]2[CH:4]1[CH2:5][CH2:6][CH2:7][S:1][CH2:2][CH2:3]1. Reported procedure: To a flask under argon in an ice-bath, the 4-thiepanone (200 mg, 1.536 mmol) in 6 mL of dried CH2Cl2 was first dried w/4 A sieves and then transferred via a double needle tubing (cannula). TMS-OTf (278 uL, 1.536 mmol) was added dropwise and the reaction was stirred for 10 min. A solution of methyl 5-bromo-1H-indole-7-carboxylate (390 mg, 1.536 mmol) in 7 mL of CH2Cl2 was dried with 4 A sieves and then added into above solution dropwise. Stirring continued for 4 hours and the reaction was warmed ... Reactants: P(=O)(Cl)(Cl)Cl (Phosphorus oxychloride), O=C1CCC2(CCN(CC2)C(=O)OCC2=CC=CC=C2)CC1 (benzyl 9-oxo-3-azaspiro[5.5]undecane-3-carboxylate), ClCCl (dichloromethane). Run in C(C)(=O)OCC (ethyl acetate), CN(C=O)C (N,N-dimethylformamide). Conditions: time 8 hour. Yields the product ClC1=C(CC2(CCN(CC2)C(=O)OCC2=CC=CC=C2)CC1)C=O (benzyl 9-chloro-8-formyl-3-azaspiro[5.5]undec-8-ene-3-carboxylate). As a reaction SMILES: P(Cl)(Cl)(Cl)=O.[O:6]=[C:7]1[CH2:27][CH2:26][C:10]2([CH2:15][CH2:14][N:13]([C:16]([O:18][CH2:19][C:20]3[CH:25]=[CH:24][CH:23]=[CH:22][CH:21]=3)=[O:17])[CH2:12][CH2:11]2)[CH2:9][CH2:8]1.[Cl:28][CH2:29]Cl>CN(C)C=O.C(OCC)(=O)C>[Cl:28][C:29]1[CH2:8][CH2:9][C:10]2([CH2:11][CH2:12][N:13]([C:16]([O:18][CH2:19][C:20]3[CH:25]=[CH:24][CH:23]=[CH:22][CH:21]=3)=[O:17])[CH2:14][CH2:15]2)[CH2:26][C:27]=1[CH:7]=[O:6]. Procedure details: Phosphorus oxychloride (5.68 mL) was added dropwise to a cooled (0° C.) solution of EXAMPLE 391D (18.37 g) in N,N-dimethylformamide (20 mL) and dichloromethane (80 mL). The mixture was then stirred overnight before it was diluted with ethyl acetate (600 mL) and washed with aqueous sodium acetate, water (3×), and brine and dried over Na2SO4. After filtration and concentration, the crude product was used directly in the next reaction without further purification. Starting materials: O.[Sn](Cl)Cl (tin (II) chloride hydrate), ClC1=C(C(=C(C(=O)NC2=CC=C(C=C2)F)C(=C1)Cl)[N+](=O)[O-])O (4,6-dichloro-N-(4-fluorophenyl)-3-hydroxy-2-nitrobenzamide), CCO (EtOH), C(=O)(O)[O-].[Na+] (NaHCO3). Run in CC(=O)O (HOAc). Reaction conditions: temperature 70 celsius. Product: NC1=C(C(=O)NC2=CC=C(C=C2)F)C(=CC(=C1O)Cl)Cl (2-amino-4,6-dichloro-N-(4-fluorophenyl)-3-hydroxybenzamide). Yield: 79.3%. RXN SMILES: O.[Sn](Cl)Cl.[Cl:5][C:6]1[CH:21]=[C:20]([Cl:22])[C:9]([C:10]([NH:12][C:13]2[CH:18]=[CH:17][C:16]([F:19])=[CH:15][CH:14]=2)=[O:11])=[C:8]([N+:23]([O-])=O)[C:7]=1[OH:26].CCO.C([O-])(O)=O.[Na+]>CC(O)=O>[NH2:23][C:8]1[C:7]([OH:26])=[C:6]([Cl:5])[CH:21]=[C:20]([Cl:22])[C:9]=1[C:10]([NH:12][C:13]1[CH:14]=[CH:15][C:16]([F:19])=[CH:17][CH:18]=1)=[O:11] |f:0.1,4.5|. Procedure: A suspension of tin (II) chloride hydrate (8.8 g, 0.039 mol), 4,6-dichloro-N-(4-fluorophenyl)-3-hydroxy-2-nitrobenzamide (2.7 g, 0.008 mol) and EtOH (70 mL) was heated at 70° C. for 1 h and left to cool to room temperature. The mixture was poured onto ice, basified to pH 8 (sat'd NaHCO3), and stirred at room temperature for 1.5 h before re-acidifying to pH 6.5 with glacial HOAc. The suspension was filtered; the filtrate was concentrated to give a beige solid. The beige solid was combined with th... Yields the product CC(C)OC(=O)Nc1ccc(-c2c(C#N)c3ccc(N4CCOCC4)cc3n2C2CCC2)cc1. Reaction SMILES: [CH:35]([CH3:36])([CH3:37])[O:38][C:39](=[O:40])[Cl:41].[Cl:42][CH2:43][Cl:44].[NH2:1][c:2]1[cH:3][cH:4][c:5](-[c:8]2[n:9]([CH:25]3[CH2:26][CH2:27][CH2:28]3)[c:10]3[cH:11][c:12]([N:19]4[CH2:20][CH2:21][O:22][CH2:23][CH2:24]4)[cH:13][cH:14][c:15]3[c:16]2[C:17]#[N:18])[cH:6][cH:7]1.[cH:29]1[cH:30][cH:31][n:32][cH:33][cH:34]1>>[NH:1]([c:2]1[cH:3][cH:4][c:5](-[c:8]2[n:9]([CH:25]3[CH2:26][CH2:27][CH2:28]3)[c:10]3[cH:11][c:12]([N:19]4[CH2:20][CH2:21][O:22][CH2:23][CH2:24]4)[cH:13][cH:14][c:15]3[c:16]2[C:17]#[N:18])[cH:6][cH:7]1)[C:39]([O:38][CH:35]([CH3:36])[CH3:37])=[O:40]. Reactants: CC(C)OC(=O)Cl, ClCCl, N#Cc1c(-c2ccc(N)cc2)n(C2CCC2)c2cc(N3CCOCC3)ccc12, c1ccncc1. Reaction SMILES: [Cl:27][CH2:28][Cl:29].[F:18][C:19]([F:20])([F:21])[S:22]([O:23][CH3:24])(=[O:25])=[O:26].[O:1]=[c:2]1[n:3](-[c:12]2[cH:13][cH:14][cH:15][cH:16][cH:17]2)[nH:4][cH:5][c:6]1[C:7](=[O:8])[O:9][CH2:10][CH3:11]>>[O:1]=[c:2]1[n:3](-[c:12]2[cH:13][cH:14][cH:15][cH:16][cH:17]2)[n:4]([CH3:19])[cH:5][c:6]1[C:7](=[O:8])[O:9][CH2:10][CH3:11]. Reactants: ClCCl, COS(=O)(=O)C(F)(F)F, CCOC(=O)c1c[nH]n(-c2ccccc2)c1=O. Product: CCOC(=O)c1cn(C)n(-c2ccccc2)c1=O. Reactants: ClC1=CC=C(C=C1)C(C(C(=O)OCC)=NO)=O (Ethyl 3-(4-chlorophenyl)-2-hydroxyimino-3-oxopropionate), [N+](=O)([O-])C1=CC=C(CN)C=C1 (4-nitrobenzylamine). Product: ClC1=CC=C(C=C1)C1=C(N=C(N1)C1=CC=C(C=C1)[N+](=O)[O-])C(=O)OCC (ethyl 5-(4-chlorophenyl)-2-(4-nitrophenyl)imidazole-4-carboxylate). As a reaction SMILES: [Cl:1][C:2]1[CH:7]=[CH:6][C:5]([C:8](=O)[C:9](=[N:15]O)[C:10]([O:12][CH2:13][CH3:14])=[O:11])=[CH:4][CH:3]=1.[N+:18]([C:21]1[CH:28]=[CH:27][C:24]([CH2:25][NH2:26])=[CH:23][CH:22]=1)([O-:20])=[O:19]>>[Cl:1][C:2]1[CH:3]=[CH:4][C:5]([C:8]2[NH:26][C:25]([C:24]3[CH:23]=[CH:22][C:21]([N+:18]([O-:20])=[O:19])=[CH:28][CH:27]=3)=[N:15][C:9]=2[C:10]([O:12][CH2:13][CH3:14])=[O:11])=[CH:6][CH:7]=1. Procedure details: Ethyl 3-(4-chlorophenyl)-2-hydroxyimino-3-oxopropionate and 4-nitrobenzylamine are reacted and treated in the same manner as in Starting Material Synthetic Example 1 to give ethyl 5-(4-chlorophenyl)-2-(4-nitrophenyl)imidazole-4-carboxylate, which is dissolved in ethyl alcohol. 1 M Sodium hydroxide solution is added and the mixture is reacted and treated in the same manner as in Starting Material Synthetic Example 2 to give 5-(4-chlorophenyl)-2-(4-nitrophenyl)imidazole-4-carboxylic acid.